Dataset: the Open Reaction Database (ORD), a public repository of structured organic reaction records. Task: describe an organic reaction: reactants, conditions, products, and yield The reactants are N[C@H]([C@@H](CN(S(=O)(=O)C1=CC=C(C=C1)OC)OC1CCCC1)O)CC1=CC=CC=C1 (N1-[(2R,3S)-3-amino-2-hydroxy-4-phenylbutyl)-N1-(cyclopentyloxy)-4-methoxy-1-benzenesulfonamide), Cl.CN(CCCN=C=NCC)C (1-(3-dimethylaminopropyl)-3-ethylcarbodiimide hydrochloride), ON1N=NC2=C1C=CC=C2 (N-hydroxybenzotriazole), Cl.NC(C[C@@H](C(=O)O)NC(=O)C1=NC2=CC=CC=C2C=C1)=O ((2S)-4-amino-4-oxo-2-[(2-quinolinylcarbonyl)amino]butanoic acid hydrochloride), C(C)(C)N(C(C)C)CC (N,N-diisopropylethylamine). Run in CN(C=O)C (dimethylformamide). Run at time 16 hour. Product: C(C1=CC=CC=C1)[C@@H]([C@H](C(OC1CCCC1)NS(=O)(=O)C1=CC=C(C=C1)OC)O)NC([C@H](CC(=O)N)NC(=O)C1=NC2=CC=CC=C2C=C1)=O ((2S)-N1-((1S,2R)-1-benzyl-3-(cyclopentyloxy)[(4-methoxyphenyl)sulfonyl]amino-2-hydroxypropyl)-2-[(2-quinolinylcarbonyl)amino]butanediamide). Isolated yield 41.4%. Reaction SMILES: [NH2:1][C@@H:2]([CH2:24][C:25]1[CH:30]=[CH:29][CH:28]=[CH:27][CH:26]=1)[C@H:3]([OH:23])[CH2:4][N:5](OC1CCCC1)[S:6]([C:9]1[CH:14]=[CH:13][C:12]([O:15][CH3:16])=[CH:11][CH:10]=1)(=[O:8])=[O:7].Cl.CN(C)[CH2:34][CH2:35][CH2:36]N=C=NCC.[OH:43]N1C2C=CC=CC=2N=N1.Cl.[NH2:54][C:55](=[O:74])[CH2:56][C@H:57]([NH:61][C:62]([C:64]1[CH:73]=[CH:72][C:71]2[C:66](=[CH:67][CH:68]=[CH:69][CH:70]=2)[N:65]=1)=[O:63])[C:58]([OH:60])=O.C(N([CH2:82][CH3:83])C(C)C)(C)C>CN(C)C=O>[CH2:24]([C@H:2]([NH:1][C:58](=[O:60])[C@@H:57]([NH:61][C:62]([C:64]1[CH:73]=[CH:72][C:71]2[C:66](=[CH:67][CH:68]=[CH:69][CH:70]=2)[N:65]=1)=[O:63])[CH2:56][C:55]([NH2:54])=[O:74])[C@@H:3]([OH:23])[CH:4]([NH:5][S:6]([C:9]1[CH:14]=[CH:13][C:12]([O:15][CH3:16])=[CH:11][CH:10]=1)(=[O:7])=[O:8])[O:43][CH:34]1[CH2:35][CH2:36][CH2:83][CH2:82]1)[C:25]1[CH:30]=[CH:29][CH:28]=[CH:27][CH:26]=1 |f:1.2,4.5|. Reported procedure: A mixture of N1-[(2R,3S)-3-amino-2-hydroxy-4-phenylbutyl)-N1-(cyclopentyloxy)-4-methoxy-1-benzenesulfonamide (Step 1, Example 48), (73 mg, 0.168), 1-(3-dimethylaminopropyl)-3-ethylcarbodiimide hydrochloride (34 mg, 0.18 mmol), N-hydroxybenzotriazole (24 mg, 0.18 mmol), and (2S)-4-amino-4-oxo-2-[(2-quinolinylcarbonyl)amino]butanoic acid hydrochloride (57 mg, 0.18 mmol, Eur. Pat. Appl. EP 432694) was combined under an Argon atmosphere at ambient temperature in anhydrous dimethylformamide (2 mL). A... Reactants: CCOP(=O)(OCC)C(CC(=O)OC(C)(C)C)C(=O)O, C1CCOC1, CC(C)(C)[O-], CC(C)(C)O, [K+], NC1CCCCC1, [Na+], [Na+], [OH-], O, O=C(O)CC(O)(CC(=O)O)C(=O)O, Cc1cc(CCC(O)S(=O)(=O)[O-])ccc1-c1ccccc1. Product: Cc1cc(CCC=C(CC(=O)OC(C)(C)C)C(=O)O)ccc1-c1ccccc1, NC1CCCCC1. RXN SMILES: [C:29]([CH3:30])([CH3:31])([CH3:32])[O:33][C:34]([CH2:35][CH:36]([C:37](=[O:38])[OH:39])[P:40]([O:41][CH2:42][CH3:43])([O:44][CH2:45][CH3:46])=[O:47])=[O:48].[CH2:71]1[O:72][CH2:73][CH2:74][CH2:75]1.[CH3:1][C:2]([CH3:3])([O-:4])[CH3:5].[CH3:76][C:77]([OH:78])([CH3:79])[CH3:80].[K+:6].[NH2:64][CH:65]1[CH2:66][CH2:67][CH2:68][CH2:69][CH2:70]1.[Na+:28].[Na+:63].[OH-:62].[OH2:81].[OH:49][C:50]([CH2:51][C:52]([C:53](=[O:54])[OH:55])([CH2:56][C:57](=[O:58])[OH:59])[OH:60])=[O:61].[OH:7][CH:8]([CH2:9][CH2:10][c:11]1[cH:12][c:13]([CH3:23])[c:14](-[c:17]2[cH:18][cH:19][cH:20][cH:21][cH:22]2)[cH:15][cH:16]1)[S:24]([O-:25])(=[O:26])=[O:27]>>[CH:8]([CH2:9][CH2:10][c:11]1[cH:12][c:13]([CH3:23])[c:14](-[c:17]2[cH:18][cH:19][cH:20][cH:21][cH:22]2)[cH:15][cH:16]1)=[C:36]([CH2:35][C:34]([O:33][C:29]([CH3:30])([CH3:31])[CH3:32])=[O:48])[C:37](=[O:38])[OH:39].[NH2:64][CH:65]1[CH2:66][CH2:67][CH2:68][CH2:69][CH2:70]1. The reactants are 3,4-cis-alcohol, 3(R,S)-bromine 1-methyl-4-(2,4,6-trimethoxyphenyl)-1,2,3,6-tetrahydro-pyridine-hydrobromide, OC1CN(CC=C1C1=C(C=C(C=C1OC)OC)OC)C (3(R,S)-hydroxy-1-methyl-4-(2,4,6-trimethoxyphenyl)-1,2,3,6-tetrahydro-pyridine). The solvent is O (water). Yields the product O[C@@H]1CN(CC[C@@H]1C1=C(C=C(C=C1OC)OC)OC)C ((−)cis-3-hydroxy-1-methyl-4-(2,4,6-trimethoxyphenyl)-piperidine), alcohol. Reaction SMILES: [OH:1][CH:2]1[C:7]([C:8]2[C:13]([O:14][CH3:15])=[CH:12][C:11]([O:16][CH3:17])=[CH:10][C:9]=2[O:18][CH3:19])=[CH:6][CH2:5][N:4]([CH3:20])[CH2:3]1>O>[OH:1][C@H:2]1[C@@H:7]([C:8]2[C:9]([O:18][CH3:19])=[CH:10][C:11]([O:16][CH3:17])=[CH:12][C:13]=2[O:14][CH3:15])[CH2:6][CH2:5][N:4]([CH3:20])[CH2:3]1. Procedure details: Disclosed is a method for producing (−)cis-3-hydroxy-1-methyl-4-(2,4,6-trimethoxyphenyl)-piperidine characterized in that 1-methyl-piperidine-4-one is converted into hydrobromide, subsequently transformed with bromine into 3(R,S)-bromine-1-methyl-4-oxo-piperidine-hydrobromide and reacted with 1,3,5-trimethoxybenzol to form 3(R,S)-bromine-1-methyl-4-(2,4,6-trimethoxyphenyl)-1,2,3,6-tetrahydro-pyridine-hydrobromide. By stirring the reaction solution into an organic solvent, 3(R,S)-bromine-1-methyl... Reactants: ClC=1C=C2C(=C(N(C(C2=CC1)=O)CC1=CC=C(C=C1)S(=O)(=O)C)CO)C1=CC=CC=C1 (6-chloro-3-hydroxymethyl-2-(4-methanesulfonylbenzyl)-4-phenyl-2H-isoquinolin-1-one). Solvent: CO (methanol). Product: ClC=1C=C2C(=C(N(C(C2=CC1)=O)CC1=CC=C(C=C1)S(=O)(=O)C)C=O)C1=CC=CC=C1 (6-chloro-2-(4-methanesulfonylbenzyl)-1-oxo-4-phenyl-1,2-dihydroisoquinoline-3-carbaldehyde). RXN SMILES: [Cl:1][C:2]1[CH:3]=[C:4]2[C:9](=[CH:10][CH:11]=1)[C:8](=[O:12])[N:7]([CH2:13][C:14]1[CH:19]=[CH:18][C:17]([S:20]([CH3:23])(=[O:22])=[O:21])=[CH:16][CH:15]=1)[C:6]([CH2:24][OH:25])=[C:5]2[C:26]1[CH:31]=[CH:30][CH:29]=[CH:28][CH:27]=1>CO>[Cl:1][C:2]1[CH:3]=[C:4]2[C:9](=[CH:10][CH:11]=1)[C:8](=[O:12])[N:7]([CH2:13][C:14]1[CH:15]=[CH:16][C:17]([S:20]([CH3:23])(=[O:21])=[O:22])=[CH:18][CH:19]=1)[C:6]([CH:24]=[O:25])=[C:5]2[C:26]1[CH:27]=[CH:28][CH:29]=[CH:30][CH:31]=1. Reported procedure: In the same manner as in Example 311, the title compound was synthesized using 6-chloro-3-hydroxymethyl-2-(4-methanesulfonylbenzyl)-4-phenyl-2H-isoquinolin-1-one. Crystals (methanol). Reactants: CC(C)[C@@H](C=O)NC(=O)OC(C)(C)C, CC1=CN=C(C=C1)N, [C-]#[N+]C1CCCCC1. Reagents/catalysts: O=C(O)C(F)(F)F (trifluoroacetic acid). Solvent: CC(C)O (isopropyl alcohol), CC(C)O (isopropylalcohol). Run at temperature 22 celsius, time 20 hour. Yields the product CC(C)[C@@H](c1c(NC2CCCCC2)n2cc(C)ccc2n1)NC(=O)OC(C)(C)C. Yield: 0.0%. Reaction SMILES: CC1=CC=C(N)N=C1.[C-]#[N+]C1CCCCC1.CC(C)[C@H](NC(=O)OC(C)(C)C)C=O>>CC(C)[C@H](NC(=O)OC(C)(C)C)C1=C(NC2CCCCC2)N2C=C(C)C=CC2=N1. Starting materials: CC1=NNC(=C1[N+](=O)[O-])C(=O)O (3-methyl-4-nitropyrazole-5-carboxylic acid), C(C)O (ethanol), Cl (hydrogen chloride), Cl (hydrochloric acid), S(O)(O)(=O)=O (sulphuric acid). Reaction conditions: time 8 hour. The product is CC1=NNC(=C1[N+](=O)[O-])C(=O)OCC (Ethyl 3-Methyl-4-Nitropyrazole-5-Carboxylate). Isolated yield 94.0%. As a reaction SMILES: [CH3:1][C:2]1[C:6]([N+:7]([O-:9])=[O:8])=[C:5]([C:10]([OH:12])=[O:11])[NH:4][N:3]=1.Cl.S(=O)(=O)(O)O.[CH2:19](O)[CH3:20]>>[CH3:1][C:2]1[C:6]([N+:7]([O-:9])=[O:8])=[C:5]([C:10]([O:12][CH2:19][CH3:20])=[O:11])[NH:4][N:3]=1. Procedure details: A solution of 3-methyl-4-nitropyrazole-5-carboxylic acid (70.4 g, 0.41 mol) in ethanol (300 ml) was saturated with hydrogen chloride prepared from the combination of concentrated hydrochloric acid (430 ml) and concentrated sulphuric acid (430 ml) at 0°. After standing overnight at room temperature, the reaction mixture was evaporated to dryness yielding 77.1 g (94%) of an oil which crystallized after seeding, m.p. 81°-86°. Conditions: time 1 hour. Starting materials: ClC1=CC=C(C=C1)C1=C(C(=CC=2N=CSC21)C)[C@@H](CO)O ((S)-1-(7-(4-chlorophenyl)-5-methylbenzo[d]thiazol-6-yl)ethane-1,2-diol), ClCCl (dichloromethane), CC(C(=O)Cl)(C)C (trimethylacetyl chloride), CC(C(=O)Cl)(C)C (trimethylacetyl chloride), CC(C(=O)Cl)(C)C (trimethylacetyl chloride). Solvent: N1=CC=CC=C1 (pyridine), C(C)(=O)OCC (ethyl acetate). Reported procedure: To a solution of (S)-1-(7-(4-chlorophenyl)-5-methylbenzo[d]thiazol-6-yl)ethane-1,2-diol (5H) (0.018 g, 0.056 mmol) in pyridine (0.5 mL)/dichloromethane (1 mL) was added trimethylacetyl chloride (0.010 mL, 0.081 mmol). Reaction mixture was stirred for 1 h at room temperature and additional trimethylacetyl chloride (0.020 ml 0.081 mmol) was added and left it overnight at room temperature. More trimethylacetyl chloride (0.030 ml, 0.242 mmol) was added to the mixture and stirred at room temperature ... RXN SMILES: [Cl:1][C:2]1[CH:7]=[CH:6][C:5]([C:8]2[C:16]3[S:15][CH:14]=[N:13][C:12]=3[CH:11]=[C:10]([CH3:17])[C:9]=2[C@H:18]([OH:21])[CH2:19][OH:20])=[CH:4][CH:3]=1.ClCCl.[CH3:25][C:26]([CH3:31])([CH3:30])[C:27](Cl)=[O:28]>N1C=CC=CC=1.C(OCC)(=O)C>[C:27]([O:20][CH2:19][C@H:18]([C:9]1[C:10]([CH3:17])=[CH:11][C:12]2[N:13]=[CH:14][S:15][C:16]=2[C:8]=1[C:5]1[CH:4]=[CH:3][C:2]([Cl:1])=[CH:7][CH:6]=1)[OH:21])(=[O:28])[C:26]([CH3:31])([CH3:30])[CH3:25]. Yields the product C(C(C)(C)C)(=O)OC[C@@H](O)C1=C(C2=C(N=CS2)C=C1C)C1=CC=C(C=C1)Cl ((S)-2-(7-(4-chlorophenyl)-5-methylbenzo[d]thiazol-6-yl)-2-hydroxyethyl pivalate).